From a dataset of the Open Reaction Database (ORD), a public repository of structured organic reaction records. describe an organic reaction: reactants, conditions, products, and yield Starting materials: B, C1CCOC1, C1CCOC1, O=C(CBr)c1ccc(OCc2ccccc2)c([N+](=O)[O-])c1, CO. Yields the product O=[N+]([O-])c1cc(C(O)CBr)ccc1OCc1ccccc1. Reaction SMILES: [BH3:1].[CH2:2]1[O:3][CH2:4][CH2:5][CH2:6]1.[CH2:30]1[O:31][CH2:32][CH2:33][CH2:34]1.[CH2:7]([c:8]1[cH:9][cH:10][cH:11][cH:12][cH:13]1)[O:14][c:15]1[c:16]([N+:25](=[O:26])[O-:27])[cH:17][c:18]([C:21]([CH2:22][Br:23])=[O:24])[cH:19][cH:20]1.[CH3:28][OH:29]>>[CH2:7]([c:8]1[cH:9][cH:10][cH:11][cH:12][cH:13]1)[O:14][c:15]1[c:16]([N+:25](=[O:26])[O-:27])[cH:17][c:18]([CH:21]([CH2:22][Br:23])[OH:24])[cH:19][cH:20]1. Starting materials: O (Water), C(#N)CC(=O)OCC (ethyl cyanoacetate), N12CCCCCC2=NCCC1 (1,8-diazabicyclo[5,4,0]undec-7-ene), O(CCBr)CCBr (1,1′-oxybis(2-bromoethane)). Solvent: CN(C)C=O (DMF). Conditions: temperature 0 celsius, time 4 hour. Yields the product C(#N)C1(CCOCC1)C(=O)OCC (ethyl 4-cyanotetrahydro-2H-pyran-4-carboxylate). Yield: 89.1%. As a reaction SMILES: [C:1]([CH2:3][C:4]([O:6][CH2:7][CH3:8])=[O:5])#[N:2].N12CCCN=C1CCCCC2.[O:20]([CH2:24][CH2:25]Br)[CH2:21][CH2:22]Br.O>CN(C=O)C>[C:1]([C:3]1([C:4]([O:6][CH2:7][CH3:8])=[O:5])[CH2:25][CH2:24][O:20][CH2:21][CH2:22]1)#[N:2]. Reported procedure: A solution of ethyl cyanoacetate (7.0 g) and 1,8-diazabicyclo[5,4,0]undec-7-ene (19 mL) in DMF (310 mL) was stirred at room temperature for 10 min, and cooled to 0° C. To this mixture was added 1,1′-oxybis(2-bromoethane) (15.8 g) at 0° C., and the mixture was stirred at 80° C. for 4 hr and cooled to room temperature. Water was poured into the reaction mixture, and the mixture was extracted with ethyl acetate. The extract was washed with water and saturated brine, dried and concentrated under red...